From a dataset of the Open Reaction Database (ORD), a public repository of structured organic reaction records. describe an organic reaction: reactants, conditions, products, and yield Starting materials: FC1=CC=C(C=C1)C(C(CC(C(C)C)=O)C1=CC=CC=C1)=O (1-(4-fluorophenyl)-5-methyl-2-phenyl-1,4-hexanedione), NCC[C@@H]1C[C@@H](OC(O1)(C)C)CC(=O)OC(C)(C)C1=CC=CC=C1 (2-phenylpropan-2-yl 2-((4R,6R)-6-(2-aminoethyl)-2,2-dimethyl-1,3-dioxan-4-yl)acetate). Product: FC1=CC=C(C=C1)C=1N(C(=CC1C1=CC=CC=C1)C(C)C)CC[C@@H]1C[C@@H](OC(O1)(C)C)CC(=O)OC(C)(C)C1=CC=CC=C1 (2-phenylpropan-2-yl 2-((4R,6R)-6-(2-(2-(4-fluorophenyl)-5-isopropyl-3-phenyl-1H-pyrol-1-yl)ethyl)-2,2-dimethyl-1,3-dioxan-4-yl)acetate). As a reaction SMILES: [F:1][C:2]1[CH:7]=[CH:6][C:5]([C:8](=O)[CH:9]([C:16]2[CH:21]=[CH:20][CH:19]=[CH:18][CH:17]=2)[CH2:10][C:11](=O)[CH:12]([CH3:14])[CH3:13])=[CH:4][CH:3]=1.[NH2:23][CH2:24][CH2:25][C@H:26]1[O:31][C:30]([CH3:33])([CH3:32])[O:29][C@@H:28]([CH2:34][C:35]([O:37][C:38]([C:41]2[CH:46]=[CH:45][CH:44]=[CH:43][CH:42]=2)([CH3:40])[CH3:39])=[O:36])[CH2:27]1>>[F:1][C:2]1[CH:7]=[CH:6][C:5]([C:8]2[N:23]([CH2:24][CH2:25][C@H:26]3[O:31][C:30]([CH3:32])([CH3:33])[O:29][C@@H:28]([CH2:34][C:35]([O:37][C:38]([C:41]4[CH:42]=[CH:43][CH:44]=[CH:45][CH:46]=4)([CH3:40])[CH3:39])=[O:36])[CH2:27]3)[C:11]([CH:12]([CH3:14])[CH3:13])=[CH:10][C:9]=2[C:16]2[CH:21]=[CH:20][CH:19]=[CH:18][CH:17]=2)=[CH:4][CH:3]=1. Procedure details: According to the same method as in Example 4-1, the title compound was synthesized using 1-(4-fluorophenyl)-5-methyl-2-phenyl-1,4-hexanedione and 2-phenylpropan-2-yl 2-((4R,6R)-6-(2-aminoethyl)-2,2-dimethyl-1,3-dioxan-4-yl)acetate. Starting materials: COc1ccc(C)cc1Br, O=C([O-])[O-], C1CNCCN1, Cc1ccccc1, [Cs+], [Cs+]. Yields the product COc1ccc(C)cc1N1CCNCC1. RXN SMILES: [Br:7][c:8]1[c:9]([O:15][CH3:16])[cH:10][cH:11][c:12]([CH3:14])[cH:13]1.[C:1](=[O:2])([O-:3])[O-:4].[CH2:17]1[CH2:18][NH:19][CH2:20][CH2:21][NH:22]1.[CH3:23][c:24]1[cH:25][cH:26][cH:27][cH:28][cH:29]1.[Cs+:5].[Cs+:6]>>[c:8]1([N:19]2[CH2:18][CH2:17][NH:22][CH2:21][CH2:20]2)[c:9]([O:15][CH3:16])[cH:10][cH:11][c:12]([CH3:14])[cH:13]1.